The task is: describe an organic reaction: reactants, conditions, products, and yield. This data is from the Open Reaction Database (ORD), a public repository of structured organic reaction records. Isolated yield 69.5%. Conditions: time 30 minute. The product is C(C)OCC=1N(C2=C(C=[N+](C=3C=CC(=CC23)OCCCN2C(CCC2)=O)[O-])N1)CCC (1-(3-{[2-(ethoxymethyl)-5-oxido-1-propyl-1H-imidazo[4,5-c]quinolin-8-yl]oxy}propyl)pyrrolidin-2-one). Reported procedure: 3-Chloroperoxybenzoic acid (50% pure, 1.8 g, 5.26 mmol) was added to a solution of 1-[3-(2-ethoxymethyl-1-propyl-1H-imidazo[4,5-c]quinolin-8-yloxy)propyl]-pyrrolidin-2-one (2.9 g, 5.26 mmol) in chloroform (50 mL). After 30 minutes, saturated aqueous sodium carbonate (20 mL) was added to the solution and the resulting mixture was allowed to stir for 1 hour. The layers were separated and the aqueous layer was extracted with chloroform (3×50 mL). The organic layers were combined, washed with water ... Run in C(Cl)(Cl)Cl (chloroform). RXN SMILES: ClC1C=C(C=CC=1)C(OO)=[O:6].[CH2:12]([O:14][CH2:15][C:16]1[N:17]([CH2:39][CH2:40][CH3:41])[C:18]2[C:27]3[CH:26]=[C:25]([O:28][CH2:29][CH2:30][CH2:31][N:32]4[CH2:36][CH2:35][CH2:34][C:33]4=[O:37])[CH:24]=[CH:23][C:22]=3[N:21]=[CH:20][C:19]=2[N:38]=1)[CH3:13].C(=O)([O-])[O-].[Na+].[Na+]>C(Cl)(Cl)Cl>[CH2:12]([O:14][CH2:15][C:16]1[N:17]([CH2:39][CH2:40][CH3:41])[C:18]2[C:27]3[CH:26]=[C:25]([O:28][CH2:29][CH2:30][CH2:31][N:32]4[CH2:36][CH2:35][CH2:34][C:33]4=[O:37])[CH:24]=[CH:23][C:22]=3[N+:21]([O-:6])=[CH:20][C:19]=2[N:38]=1)[CH3:13] |f:2.3.4|. The reactants are ClC=1C=C(C(=O)OO)C=CC1 (3-Chloroperoxybenzoic acid), C(C)OCC=1N(C2=C(C=NC=3C=CC(=CC23)OCCCN2C(CCC2)=O)N1)CCC (1-[3-(2-ethoxymethyl-1-propyl-1H-imidazo[4,5-c]quinolin-8-yloxy)propyl]-pyrrolidin-2-one), C([O-])([O-])=O.[Na+].[Na+] (sodium carbonate). The reactants are FC=1C=C(C(=O)N(C2=C(C=CC(=C2)OC)[C@H]2CC=3C=CC(=CC3CC2)OC(C(C)(C)C)=O)C(C)C)C=CC1O (pivalic acid (R)-6-{2-[(3-fluoro-4-hydroxybenzoyl)isopropylamino]-4-methoxyphenyl}-5,6,7,8-tetrahydronaphthalen-2-yl ester), C12CCC(CC1)N2C(CBr)=O (1-(7-azabicyclo[2.2.1]hept-7-yl)-2-bromoethanone). Product: C12CCC(CC1)N2CCOC2=C(C=C(CN(C1=C(C=CC(=C1)OC)[C@H]1CC=3C=CC(=CC3CC1)O)C(C)C)C=C2)F ((R)-6-{2-{{4-[2-(7-Azabicyclo[2.2.1]hept-7-yl)-ethoxy]-3-fluorobenzyl}isopropylamino}-4-methoxyphenyl}-5,6,7,8-tetrahydronaphthalen-2-ol). Isolated yield 65.3%. As a reaction SMILES: [F:1][C:2]1[CH:3]=[C:4]([CH:36]=[CH:37][C:38]=1[OH:39])[C:5]([N:7]([CH:33]([CH3:35])[CH3:34])[C:8]1[CH:13]=[C:12]([O:14][CH3:15])[CH:11]=[CH:10][C:9]=1[C@@H:16]1[CH2:25][CH2:24][C:23]2[CH:22]=[C:21]([O:26]C(=O)C(C)(C)C)[CH:20]=[CH:19][C:18]=2[CH2:17]1)=O.[CH:40]12[N:46]([C:47](=O)[CH2:48]Br)[CH:43]([CH2:44][CH2:45]1)[CH2:42][CH2:41]2>>[CH:43]12[N:46]([CH2:47][CH2:48][O:39][C:38]3[CH:37]=[CH:36][C:4]([CH2:5][N:7]([CH:33]([CH3:35])[CH3:34])[C:8]4[CH:13]=[C:12]([O:14][CH3:15])[CH:11]=[CH:10][C:9]=4[C@@H:16]4[CH2:25][CH2:24][C:23]5[CH:22]=[C:21]([OH:26])[CH:20]=[CH:19][C:18]=5[CH2:17]4)=[CH:3][C:2]=3[F:1])[CH:40]([CH2:45][CH2:44]1)[CH2:41][CH2:42]2. Reported procedure: Synthesized from pivalic acid (R)-6-{2-[(3-fluoro-4-hydroxybenzoyl)isopropylamino]-4-methoxyphenyl}-5,6,7,8-tetrahydronaphthalen-2-yl ester (19 mg) and 1-(7-azabicyclo[2.2.1]hept-7-yl)-2-bromoethanone (15 mg) according to an analogous synthetic method to Example 404 and purified by LC-MS, the title compound (13 mg) was obtained.